This data is from the Open Reaction Database (ORD), a public repository of structured organic reaction records. The task is: describe an organic reaction: reactants, conditions, products, and yield Starting materials: [BH4-], COc1ccc(CCCNC(=O)Cc2ccc(OC)c(OC)c2)cc1OC, CC#N, CO, ClCCl, [Na+], O, O=P(Cl)(Cl)Cl. Product: COc1ccc(CC2NCCCc3cc(OC)c(OC)cc32)cc1OC. Reaction SMILES: [BH4-:33].[CH3:1][O:2][c:3]1[cH:4][c:5]([CH2:11][C:12](=[O:13])[NH:14][CH2:15][CH2:16][CH2:17][c:18]2[cH:19][c:20]([O:26][CH3:27])[c:21]([O:24][CH3:25])[cH:22][cH:23]2)[cH:6][cH:7][c:8]1[O:9][CH3:10].[CH3:36][C:37]#[N:38].[CH3:42][OH:43].[Cl:39][CH2:40][Cl:41].[Na+:34].[OH2:35].[P:28]([Cl:29])([Cl:30])([Cl:31])=[O:32]>>[CH3:1][O:2][c:3]1[cH:4][c:5]([CH2:11][CH:12]2[NH:14][CH2:15][CH2:16][CH2:17][c:18]3[cH:19][c:20]([O:26][CH3:27])[c:21]([O:24][CH3:25])[cH:22][c:23]32)[cH:6][cH:7][c:8]1[O:9][CH3:10].